Dataset: the Open Reaction Database (ORD), a public repository of structured organic reaction records. Task: describe an organic reaction: reactants, conditions, products, and yield Starting materials: CCCCCCCCCCCCNCCCCCCCCCCCC, CCCO, OO. The product is CCCCCCCCCCCCN(O)CCCCCCCCCCCC. Reaction SMILES: [CH2:1]([CH2:2][CH2:3][CH2:4][CH2:5][CH2:6][CH2:7][CH2:8][CH2:9][CH2:10][CH2:11][CH3:12])[NH:13][CH2:14][CH2:15][CH2:16][CH2:17][CH2:18][CH2:19][CH2:20][CH2:21][CH2:22][CH2:23][CH2:24][CH3:25].[CH2:28]([OH:29])[CH2:30][CH3:31].[OH:26][OH:27]>>[CH2:1]([CH2:2][CH2:3][CH2:4][CH2:5][CH2:6][CH2:7][CH2:8][CH2:9][CH2:10][CH2:11][CH3:12])[N:13]([CH2:14][CH2:15][CH2:16][CH2:17][CH2:18][CH2:19][CH2:20][CH2:21][CH2:22][CH2:23][CH2:24][CH3:25])[OH:26]. Starting materials: [N+](=O)([O-])C=1C=C2C(=NC1)N(C(N2)=O)C2=CC1=C(C=C2)OCO1 (6-Nitro-1,3-dihydro-3-(3,4-methylenedioxyphenyl)imidazo[4,5-b]pyridin-2-on), C(C=C)Br (allyl bromide), CC(=O)C (acetone), [OH-].[K+] (potassium hydroxide). Run in O (water). Conditions: time 1.5 hour. Product: [N+](=O)([O-])C=1C=C2C(=NC1)N(C(N2CC=C)=O)C2=CC1=C(C=C2)OCO1 (6-Nitro-1-allyl-1,3-dihydro-3-(3,4-methylenedioxyphenyl)imidazo[4,5-b]pyridin-2-one). As a reaction SMILES: [N+:1]([C:4]1[CH:5]=[C:6]2[NH:12][C:11](=[O:13])[N:10]([C:14]3[CH:19]=[CH:18][C:17]4[O:20][CH2:21][O:22][C:16]=4[CH:15]=3)[C:7]2=[N:8][CH:9]=1)([O-:3])=[O:2].[CH3:23][C:24]([CH3:26])=O.[OH-].[K+].C(Br)C=C>O>[N+:1]([C:4]1[CH:5]=[C:6]2[N:12]([CH2:26][CH:24]=[CH2:23])[C:11](=[O:13])[N:10]([C:14]3[CH:19]=[CH:18][C:17]4[O:20][CH2:21][O:22][C:16]=4[CH:15]=3)[C:7]2=[N:8][CH:9]=1)([O-:3])=[O:2] |f:2.3|. Reported procedure: To a mixture of 1.1 g. (0.0036 mole) of the nitro product of Step C in 175 ml. of refluxing acetone, was added 400 mg. (0.0068 mole) of powdered potassium hydroxide. The mixture was stirred and heated for 15 minutes, 1 ml. of allyl bromide was added and reflux was continued for 1.5 hours. About 50 ml. of water was then added and the resulting solution was concentrated to about 75 ml. The product, 1.2 g. crystallized and melted at 152°-153° C. Product: Cn1ncc([N+](=O)[O-])c1C1(O)CCC=CCC1. Starting materials: O=C1CCC=CCC1, C1CCOC1, C[Si](C)(C)[N-][Si](C)(C)C, Cn1cc([N+](=O)[O-])cn1, [Cl-], [Li+], [NH4+]. Reaction SMILES: [C:10]1(=[O:17])[CH2:11][CH2:12][CH:13]=[CH:14][CH2:15][CH2:16]1.[CH2:30]1[O:31][CH2:32][CH2:33][CH2:34]1.[CH3:18][Si:19]([CH3:20])([CH3:21])[N-:22][Si:23]([CH3:24])([CH3:25])[CH3:26].[CH3:1][n:2]1[n:3][cH:4][c:5]([N+:7](=[O:8])[O-:9])[cH:6]1.[Cl-:28].[Li+:27].[NH4+:29]>>[CH3:1][n:2]1[n:3][cH:4][c:5]([N+:7](=[O:8])[O-:9])[c:6]1[C:10]1([OH:17])[CH2:11][CH2:12][CH:13]=[CH:14][CH2:15][CH2:16]1. Reactants: C1(=CC=CC=C1)C (toluene), CC(CC(C)=O)C (4-methyl-2-pentanone), C(C)(=O)OCC (ethyl acetate), C(C)(=O)OCC (ethyl acetate). Run at time 20 minute. Yields the product ( III ), C(C)(=O)OCCC(C)C (isoamyl acetate), CC(CCC)=O (2-pentanone). As a reaction SMILES: [C:1]1([CH3:7])[CH:6]=[CH:5]C=C[CH:2]=1.[CH3:8][CH:9](C)[CH2:10][C:11](=[O:13])[CH3:12].[C:15]([O:18]CC)(=[O:17])[CH3:16]>>[C:15]([O:18][CH2:5][CH2:6][CH:1]([CH3:2])[CH3:7])(=[O:17])[CH3:16].[CH3:12][C:11](=[O:13])[CH2:10][CH2:9][CH3:8]. Procedure: On completion of the bioreduction stage the fermentation broth was centrifuged at 5000 rpm for 20 minutes at 20-22° C. The compound of formula (III) (R=t-butyl) was isolated from the supernatant by extraction with a suitable organic solvent such as toluene, isoamyl acetate, 2-pentanone, ethyl acetate or 4-methyl-2-pentanone, preferably ethyl acetate or 2-pentanone. The solvent extract was dried over anhydrous sodium sulphate and the solvent removed by vacuum distillation to afford the crude prod... RXN SMILES: [CH2:31]([Cl:32])[Cl:33].[CH2:6]([CH3:7])[O:8][C:9](=[O:10])[CH:11]([CH2:12][CH:13]([C:14](=[O:15])[Cl:16])[CH2:17][c:18]1[cH:19][cH:20][cH:21][cH:22][cH:23]1)[CH2:24][c:25]1[cH:26][cH:27][cH:28][cH:29][cH:30]1.[NH2:1][CH2:2][CH2:3][CH2:4][OH:5]>>[NH:1]([CH2:2][CH2:3][CH2:4][OH:5])[C:14]([CH:13]([CH2:12][CH:11]([C:9]([O:8][CH2:6][CH3:7])=[O:10])[CH2:24][c:25]1[cH:26][cH:27][cH:28][cH:29][cH:30]1)[CH2:17][c:18]1[cH:19][cH:20][cH:21][cH:22][cH:23]1)=[O:15]. Yields the product CCOC(=O)C(Cc1ccccc1)CC(Cc1ccccc1)C(=O)NCCCO. Reactants: ClCCl, CCOC(=O)C(Cc1ccccc1)CC(Cc1ccccc1)C(=O)Cl, NCCCO. The reactants are FC=1C=C(C=C(C1)F)[C@@H](C(C)(C)F)C1CNC1 (3-[(1S)-1-(3,5-difluorophenyl)-2-fluoro-2-methylpropyl]azetidine), C(=O)([O-])[O-].[Cs+].[Cs+] (Cs2CO3), BrC(C=1C=C(C#N)C=CC1)C1=CC=C(C=C1)Cl (3-[bromo(4-chlorophenyl)methyl]benzonitrile). Run in C(C)#N (acetonitrile). Conditions: temperature 60 celsius, time 15 minute. Product: ClC1=CC=C(C=C1)[C@@H](C=1C=C(C#N)C=CC1)N1CC(C1)[C@H](C(C)(C)F)C1=CC(=CC(=C1)F)F (3-((S)-(4-chlorophenyl){3-[(1S)-1-(3,5-difluorophenyl)-2-fluoro-2-methylpropyl]azetidin-1-yl}methyl)benzonitrile). RXN SMILES: [F:1][C:2]1[CH:3]=[C:4]([C@H:9]([CH:14]2[CH2:17][NH:16][CH2:15]2)[C:10]([F:13])([CH3:12])[CH3:11])[CH:5]=[C:6]([F:8])[CH:7]=1.C([O-])([O-])=O.[Cs+].[Cs+].Br[CH:25]([C:34]1[CH:39]=[CH:38][C:37]([Cl:40])=[CH:36][CH:35]=1)[C:26]1[CH:27]=[C:28]([CH:31]=[CH:32][CH:33]=1)[C:29]#[N:30]>C(#N)C>[Cl:40][C:37]1[CH:36]=[CH:35][C:34]([C@H:25]([N:16]2[CH2:15][CH:14]([C@@H:9]([C:4]3[CH:3]=[C:2]([F:1])[CH:7]=[C:6]([F:8])[CH:5]=3)[C:10]([F:13])([CH3:12])[CH3:11])[CH2:17]2)[C:26]2[CH:27]=[C:28]([CH:31]=[CH:32][CH:33]=2)[C:29]#[N:30])=[CH:39][CH:38]=1 |f:1.2.3|. Reported procedure: A solution of the crude amine from Step 1 and 3.4 g (1.1 mmole) of Cs2CO3 in 10 mL dry acetonitrile was stirred at rt in a flask fitted with a small Dean-Stark trap. After 15 minutes, 2.3 g (7.5 mmole) of 3-[bromo(4-chlorophenyl)methyl]benzonitrile was added and the mixture was heated at 60° C. After 18 h, the solution was filtered through CELITE and the residue was washed with acetonitrile. The combined filtrates were concentrated and the residue was purified by flash chromatography using a ste...